This data is from the Open Reaction Database (ORD), a public repository of structured organic reaction records. The task is: describe an organic reaction: reactants, conditions, products, and yield Reactants: C(C)OC(CSC1=CC=C(C=C1)O)=O ((4-Hydroxy-phenylsulfanyl)-acetic acid ethyl ester), C(=O)([O-])[O-].[K+].[K+] (K2CO3), BrCCC(C)C (1-bromo-3-methyl butane). Run in CC(=O)C (acetone). Yields the product C(C)OC(CSC1=CC=C(C=C1)OCCC(C)C)=O ([4-(3-methyl-butoxy)-phenylsulfanyl]-acetic acid ethyl ester). As a reaction SMILES: [CH2:1]([O:3][C:4](=[O:14])[CH2:5][S:6][C:7]1[CH:12]=[CH:11][C:10]([OH:13])=[CH:9][CH:8]=1)[CH3:2].C([O-])([O-])=O.[K+].[K+].Br[CH2:22][CH2:23][CH:24]([CH3:26])[CH3:25]>CC(C)=O>[CH2:1]([O:3][C:4](=[O:14])[CH2:5][S:6][C:7]1[CH:12]=[CH:11][C:10]([O:13][CH2:22][CH2:23][CH:24]([CH3:26])[CH3:25])=[CH:9][CH:8]=1)[CH3:2] |f:1.2.3|. Procedure: To stirred solution of (4-Hydroxy-phenylsulfanyl)-acetic acid ethyl ester (2.12 g, 10 mmol), K2CO3 (anhydrous, 10 g) and 1-bromo-3-methyl butane (3 g, excess) was added in boiling acetone. The reaction mixture was refluxed for 24 hrs and cooled to room temperature. The reaction mixture was filtered and concentrated. The residue obtained was extracted with chloroform; washed well with water and concentrated. The crude product obtained was taken to next step with out purification. Yield 2.7 g (94%... The reactants are Br.BrC1C(NC(C(C1=O)Br)(C)C)(C)C (3,5-Dibromo-4-oxo-2,2,6,6-tetramethylpiperidine Hydrobromide), [OH-].[K+] (potassium hydroxide), [OH-].[NH4+] (ammonium hydroxide). The product is C(N)(=O)C1C(NC(C1)(C)C)(C)C (3-Carbamoyl-2,2,5,5-tetramethylpyrroline). RXN SMILES: Br.Br[CH:3]1[C:8](=[O:9])[CH:7](Br)[C:6]([CH3:12])([CH3:11])[NH:5][C:4]1([CH3:14])[CH3:13].[OH-].[K+].[OH-].[NH4+:18]>>[C:8]([CH:7]1[CH2:14][C:4]([CH3:3])([CH3:13])[NH:5][C:6]1([CH3:11])[CH3:12])(=[O:9])[NH2:18] |f:0.1,2.3,4.5|. Procedure: 3,5-Dibromo-4-oxo-2,2,6,6-tetramethylpiperidine (II, 30 gm) was added slowly, with stirring, to ammonium hydroxide (500 mL). When the solid is dissolved, potassium hydroxide is added, which results in the precipitation of (III). After filtering the solid, additional potassium hydroxide is added to the remaining solution until the precipitation of more material no longer is observed. The precipitates are combined, dried and recrystallized from benzene, giving a white solid (III, 10 gm, 68%) mp 17...